From a dataset of the Open Reaction Database (ORD), a public repository of structured organic reaction records. describe an organic reaction: reactants, conditions, products, and yield Solvent: CN(C)C=O (DMF). Reaction conditions: time 2 hour. Starting materials: C1OC(C(CCN2N=CN=C2)OC1)C=1C=C2CCC(NC2=CC1)=O (6-[1-ethylenedioxy-4-(1H-1,2,4-triazol-1-yl)butyl] -3,4-dihydrocarbostyril), Cl (hydrochloric acid). Procedure: 10.5 Grams (35.5 mM) of 6-(1-ethylenedioxy-4-chlorobutyl)-3,4-dihydrocarbostyril was dissolved in 10.6 g (71 mM) of dimethylformamide, to this solution was added 10.6 g (71 mM) of sodium iodide, 5.4 g (78.1 mM) of 1H-1,2,4-triazol and 6.5 ml (46.2 mM) of DBU, and the whole mixture was heated at 80° C. for 7 hours with stirring. The reaction mixture was concentrated by removing the solvent by evaporation under reduced pressure, the residue was extracted with chloroform. The chloroform extract was... RXN SMILES: C1CO[CH:4]([CH2:5][CH2:6][N:7]2[CH:11]=[N:10][CH:9]=[N:8]2)[CH:3]([C:14]2[CH:15]=[C:16]3[C:21](=[CH:22][CH:23]=2)[NH:20][C:19](=[O:24])[CH2:18][CH2:17]3)[O:2]1.Cl>CN(C=O)C>[N:7]1([CH2:6][CH2:5][CH2:4][C:3]([C:14]2[CH:15]=[C:16]3[C:21](=[CH:22][CH:23]=2)[NH:20][C:19](=[O:24])[CH2:18][CH2:17]3)=[O:2])[CH:11]=[N:10][CH:9]=[N:8]1. The product is N1(N=CN=C1)CCCC(=O)C=1C=C2CCC(NC2=CC1)=O (6-[4-(1H-1,2,4-triazol-1-yl)butyryl]-3,4-dihydrocarbostyril). The reactants are O=C([O-])O, Cc1cc(OCc2ccccc2)cc2[nH]c(C(=O)O)cc12, O=[Cr]([O-])[O-], [Cu+2], [Na+], c1ccc2ncccc2c1. Yields the product Cc1cc(OCc2ccccc2)cc2[nH]ccc12. As a reaction SMILES: [C:22](=[O:23])([OH:24])[O-:25].[CH2:1]([c:2]1[cH:3][cH:4][cH:5][cH:6][cH:7]1)[O:8][c:9]1[cH:10][c:11]([CH3:21])[c:12]2[cH:13][c:14]([C:18]([OH:19])=[O:20])[nH:15][c:16]2[cH:17]1.[Cr:37]([O-:38])([O-:39])=[O:40].[Cu+2:41].[Na+:26].[cH:27]1[cH:28][c:29]2[c:30]([n:31][cH:32][cH:33][cH:34]2)[cH:35][cH:36]1>>[CH2:1]([c:2]1[cH:3][cH:4][cH:5][cH:6][cH:7]1)[O:8][c:9]1[cH:10][c:11]([CH3:21])[c:12]2[cH:13][cH:14][nH:15][c:16]2[cH:17]1. Starting materials: COC=1C(=C(CC=2C=CC(=C(C(=O)OC)C2)OCC=2C=NC=CC2)C(=C(C1OC)OC)OC)C (Methyl 5-(3,4,5,6-tetramethoxy-2-methylbenzyl)-2-(3-pyridylmethyloxy)benzoate), Cl (hydrochloric acid). Solvent: O (water), [OH-].[Na+] (NaOH), O1CCOCC1 (1,4-dioxane). Run at time 6 hour. Product: COC=1C(=C(CC=2C=CC(=C(C(=O)O)C2)OCC=2C=NC=CC2)C(=C(C1OC)OC)OC)C (5-(3,4,5,6-Tetramethoxy-2-methylbenzyl)-2-(3-pyridylmethyloxy)benzoic acid). The yield is 93.8%. As a reaction SMILES: [CH3:1][O:2][C:3]1[C:4]([CH3:34])=[C:5]([C:25]([O:32][CH3:33])=[C:26]([O:30][CH3:31])[C:27]=1[O:28][CH3:29])[CH2:6][C:7]1[CH:8]=[CH:9][C:10]([O:17][CH2:18][C:19]2[CH:20]=[N:21][CH:22]=[CH:23][CH:24]=2)=[C:11]([CH:16]=1)[C:12]([O:14]C)=[O:13].Cl>[OH-].[Na+].O1CCOCC1.O>[CH3:1][O:2][C:3]1[C:4]([CH3:34])=[C:5]([C:25]([O:32][CH3:33])=[C:26]([O:30][CH3:31])[C:27]=1[O:28][CH3:29])[CH2:6][C:7]1[CH:8]=[CH:9][C:10]([O:17][CH2:18][C:19]2[CH:20]=[N:21][CH:22]=[CH:23][CH:24]=2)=[C:11]([CH:16]=1)[C:12]([OH:14])=[O:13] |f:2.3|. Reported procedure: Methyl 5-(3,4,5,6-tetramethoxy-2-methylbenzyl)-2-(3-pyridylmethyloxy)benzoate (0.165 g, 0.353 mmol) was dissolved in a mixed solution of an aqueous 1N NaOH solution (3 ml) and 1,4-dioxane (3 ml) and the resulting solution was stirred at room temperature for 6 hours. The reaction solution was diluted with water, rendered acidic with concentrated hydrochloric acid and then extracted with ether. The extract was washed with water and then dried, and the solvent was removed by distillation. The obtai... The reactants are Cl.C1(=CC=CC=C1)[N+]1(C(C=CC=C1)C(N)=O)C1=CC=CC=C1 (N ,N-Diphenylcarbamoylpyridinium hydrochloride), C1(CCCC1)OC(=O)NC=1C=C2C(=CN(C2=CC1)C)CC1=C(C=C(C(=O)O)C=C1)OC (4-[5-(Cyclopentyloxycarbonyl)amino-1-methylindol-3-ylmethyl]-3-methoxybenzoic acid), [OH-].[Na+] (sodium hydroxide). Run in C(C)O (ethanol). Run at time 15 minute. Product: C1(=CC=CC=C1)N(C(=O)OC(C1=CC(=C(C=C1)CC1=CN(C2=CC=C(C=C12)NC(=O)OC1CCCC1)C)OC)=O)C1=CC=CC=C1 (4-[5-(cyclopentyloxycarbonyl)amino-1-methylindol-3-ylmethyl]-3-methoxybenzoic N,N-diphenylcarbamic anhydride). Reaction SMILES: Cl.[C:2]1([N+:8]2([C:17]3[CH:22]=[CH:21][CH:20]=[CH:19][CH:18]=3)[CH:13]=CC=CC2C(=O)N)[CH:7]=[CH:6][CH:5]=[CH:4][CH:3]=1.[CH:23]1([O:28][C:29]([NH:31][C:32]2[CH:33]=[C:34]3[C:38](=[CH:39][CH:40]=2)[N:37]([CH3:41])[CH:36]=[C:35]3[CH2:42][C:43]2[CH:51]=[CH:50][C:46]([C:47]([OH:49])=[O:48])=[CH:45][C:44]=2[O:52][CH3:53])=[O:30])[CH2:27][CH2:26][CH2:25][CH2:24]1.[OH-:54].[Na+]>C(O)C>[C:17]1([N:8]([C:2]2[CH:3]=[CH:4][CH:5]=[CH:6][CH:7]=2)[C:13]([O:48][C:47](=[O:49])[C:46]2[CH:50]=[CH:51][C:43]([CH2:42][C:35]3[C:34]4[C:38](=[CH:39][CH:40]=[C:32]([NH:31][C:29]([O:28][CH:23]5[CH2:24][CH2:25][CH2:26][CH2:27]5)=[O:30])[CH:33]=4)[N:37]([CH3:41])[CH:36]=3)=[C:44]([O:52][CH3:53])[CH:45]=2)=[O:54])[CH:18]=[CH:19][CH:20]=[CH:21][CH:22]=1 |f:0.1,3.4|. Procedure details: N ,N-Diphenylcarbamoylpyridinium hydrochloride (0.132 g.) was added to a stirred solution of 4-[5-(cyclopentyloxycarbonyl)amino-1-methylindol-3-ylmethyl]-3-methoxybenzoic acid (obtained as described in Example 9) (0.15 g.) and sodium hydroxide (0.35 ml. of 1M aqueous solution) in absolute ethanol (6 ml.), under an atmosphere of nitrogen. The mixture was stirred for 15 minutes, and was then partitioned between ethyl acetate (50 ml.) and water (30 ml.). The organic layer was washed successively wi... The reactants are C1CCOC1, O=C[O-], [Cl-], [NH4+], [Na+], C=CCOC(=O)C1(C)CCC(OC(=O)C=Cc2ccc(O)c(OC)c2)CC1. Yields the product COc1cc(C=CC(=O)OC2CCC(C)(C(=O)O)CC2)ccc1O. Reaction SMILES: [CH2:34]1[O:35][CH2:36][CH2:37][CH2:38]1.[CH:1]([O-:2])=[O:3].[Cl-:33].[NH4+:4].[Na+:32].[OH:5][c:6]1[c:7]([O:30][CH3:31])[cH:8][c:9]([CH:10]=[CH:11][C:12](=[O:13])[O:14][CH:15]2[CH2:16][CH2:17][C:18]([C:21](=[O:22])[O:23][CH2:24][CH:25]=[CH2:26])([CH3:27])[CH2:19][CH2:20]2)[cH:28][cH:29]1>>[OH:5][c:6]1[c:7]([O:30][CH3:31])[cH:8][c:9]([CH:10]=[CH:11][C:12](=[O:13])[O:14][CH:15]2[CH2:16][CH2:17][C:18]([C:21](=[O:22])[OH:23])([CH3:27])[CH2:19][CH2:20]2)[cH:28][cH:29]1. The reactants are Cl (hydrochloric acid), O1CCOCC1 (dioxane), N1=CC=C(C=C1)CC#N (4-pyridylacetonitrile), Cl.C(C1=CC=CC=C1)N(CCCl)CCCl (N-benzyl-N,N-bis-(2-chloroethyl)amine hydrochloride), [OH-].[Na+] (sodium hydroxide). Reagents/catalysts: [Br-].C(CCCCCCCCCCCCCCC)[P+](CCCC)(CCCC)CCCC (hexadecyltributylphosphonium bromide). Run at temperature 100 celsius, time 1 hour. Yields the product Cl.C(C1=CC=CC=C1)N1CCC(CC1)(C1=CC=NC=C1)C#N (1-benzyl-4-cyano-4-(pyridin-4-yl)-piperidine hydrochloride). As a reaction SMILES: [N:1]1[CH:6]=[CH:5][C:4]([CH2:7][C:8]#[N:9])=[CH:3][CH:2]=1.Cl.[CH2:11]([N:18]([CH2:22][CH2:23]Cl)[CH2:19][CH2:20][Cl:21])[C:12]1[CH:17]=[CH:16][CH:15]=[CH:14][CH:13]=1.[OH-].[Na+].Cl.O1CCOCC1>[Br-].C([P+](CCCC)(CCCC)CCCC)CCCCCCCCCCCCCCC>[ClH:21].[CH2:11]([N:18]1[CH2:22][CH2:23][C:7]([C:8]#[N:9])([C:4]2[CH:5]=[CH:6][N:1]=[CH:2][CH:3]=2)[CH2:20][CH2:19]1)[C:12]1[CH:17]=[CH:16][CH:15]=[CH:14][CH:13]=1 |f:1.2,3.4,7.8,9.10|. Procedure: Combine 4-pyridylacetonitrile (19.4 g, 125 mmol), N-benzyl-N,N-bis-(2-chloroethyl)amine hydrochloride (33.6 g, 125 mmol), and hexadecyltributylphosphonium bromide (3 g, 6 mmol) and a 50% aqueous sodium hydroxide solution. Heat to 100° C. After 1 hour, cool the reaction mixture to ambient temperature and repeatedly extract with diethyl ether. Extract the combined organic layers twice with an aqueous 10% hydrochloric acid solution (350 mL). Combine the aqueous layers and neutralize with an aqueous... Starting materials: ClCCN=C=O (2-chloroethyl isocyanate), ClCC(CO)O (3-chloro-1,2-dihydroxy-n-propane), C(CC)N (n-propylamine), Cl.C(CC)NCC(CO)O (N-n-propyl-2,3-dihydroxy-n-propylamine hydrochloride). Run in CO (methanol), C(C)N(CC)CC (triethylamine). Run at time 5 day. Yields the product ClCCNC(=O)N(CC(CO)O)CCC (1-(2-chloroethyl)-3-n-propyl-3-(2,3-dihydroxy-n-propyl)urea). Isolated yield 42.6%. RXN SMILES: ClCC(O)CO.C(N)CC.Cl.[CH2:12]([NH:15][CH2:16][CH:17]([OH:20])[CH2:18][OH:19])[CH2:13][CH3:14].[Cl:21][CH2:22][CH2:23][N:24]=[C:25]=[O:26]>CO.C(N(CC)CC)C>[Cl:21][CH2:22][CH2:23][NH:24][C:25]([N:15]([CH2:12][CH2:13][CH3:14])[CH2:16][CH:17]([OH:20])[CH2:18][OH:19])=[O:26] |f:2.3|. Procedure: A mixture of 3.3 g of 3-chloro-1,2-dihydroxy-n-propane and 8 g of n-propylamine is allowed to stand at room temperature for 5 days. The reaction mixture is condensed to dryness under reduced pressure, whereby 5.0 g of N-n-propyl-2,3-dihydroxy-n-propylamine hydrochloride are obtained as a crude product. 5.0 g of said crude product and 3 g of triethylamine are dissolved in 40 ml of methanol. 3.2 g of 2-chloroethyl isocyanate are added to the solution at 0° to 5° C. Then, the reaction mixture is tr...